From a dataset of the Open Reaction Database (ORD), a public repository of structured organic reaction records. describe an organic reaction: reactants, conditions, products, and yield Starting materials: C(C)(=O)C1=CC=CC2=CC=CC=C12 (Acetyl naphthalene), NCCCCNCCCN (spermidine), C=O (paraformaldehyde), O1CCOCC1 (dioxane). Yields the product NCCCNCCCCNCCC(=O)C1=CC2=CC=CC=C2C=C1 (2-(N-aminopropylaminobutyl)aminoethyl-2-naphthylketone). Reaction SMILES: C([C:4]1[C:13]2[C:8](=[CH:9][CH:10]=[CH:11][CH:12]=2)[CH:7]=[CH:6][CH:5]=1)(=O)C.[NH2:14][CH2:15][CH2:16][CH2:17][CH2:18][NH:19][CH2:20][CH2:21][CH2:22][NH2:23].[CH2:24]=O.O1[CH2:31][CH2:30][O:29]CC1>>[NH2:23][CH2:22][CH2:21][CH2:20][NH:19][CH2:18][CH2:17][CH2:16][CH2:15][NH:14][CH2:24][CH2:31][C:30]([C:6]1[CH:5]=[CH:4][C:13]2[C:8](=[CH:9][CH:10]=[CH:11][CH:12]=2)[CH:7]=1)=[O:29]. Procedure details: Acetyl naphthalene (170 mg), spermidine (145 mg), and paraformaldehyde (36 mg) were reacted in dioxane (0.2 ml) at 150° C. for 2 hours. Reactants: Br, C1CO1, CO, Fc1ccc(Cn2c(NC3CCNCC3)nc3ccccc32)cc1. RXN SMILES: [BrH:1].[CH2:26]1[CH2:27][O:28]1.[CH3:29][OH:30].[F:2][c:3]1[cH:4][cH:5][c:6]([CH2:9][n:10]2[c:11]([NH:19][CH:20]3[CH2:21][CH2:22][NH:23][CH2:24][CH2:25]3)[n:12][c:13]3[c:14]2[cH:15][cH:16][cH:17][cH:18]3)[cH:7][cH:8]1>>[BrH:1].[F:2][c:3]1[cH:4][cH:5][c:6]([CH2:9][n:10]2[c:11]([NH:19][CH:20]3[CH2:21][CH2:22][N:23]([CH2:26][CH2:27][OH:28])[CH2:24][CH2:25]3)[n:12][c:13]3[c:14]2[cH:15][cH:16][cH:17][cH:18]3)[cH:7][cH:8]1. Yields the product Br, OCCN1CCC(Nc2nc3ccccc3n2Cc2ccc(F)cc2)CC1. Reactants: ClC1=C(C=O)C(=CC=C1F)OC (2-Chloro-3-fluoro-6-methoxybenzaldehyde), B(Br)(Br)Br (Boron tribromide). Run in C(Cl)Cl (DCM), ClCCl (dichloromethane). Run at temperature -74 celsius, time 16 hour. The product is ClC1=C(C=O)C(=CC=C1F)O (2-Chloro-3-fluoro-6-hydroxybenzaldehyde). Yield: 79.5%. Reaction SMILES: [Cl:1][C:2]1[C:9]([F:10])=[CH:8][CH:7]=[C:6]([O:11]C)[C:3]=1[CH:4]=[O:5].B(Br)(Br)Br>ClCCl>[Cl:1][C:2]1[C:9]([F:10])=[CH:8][CH:7]=[C:6]([OH:11])[C:3]=1[CH:4]=[O:5]. Reported procedure: 2-Chloro-3-fluoro-6-methoxybenzaldehyde (46.0 g, 245 mmol) was added in a three neck flask equipped with a nitrogen inlet, a thermometer and an addition funnel. DCM (800 mL) was added and cooled to −70 to −78° C. using an acetone/dry ice bath. Boron tribromide (25.4 mL, 269 mmol) was diluted in 200 mL of dichloromethane and added to the reaction mixture slowly over a period of 1 h. The reaction mixture was allowed to warm to room temperature and stirred for 16 h. Then the reaction mixture was co... Reactants: C(CC)=O (propionaldehyde), C(C)C(CO)(CO)OCC1=C(C=CC=C1)F (2-ethyl-2-(2-fluorobenzyloxy)-1,3-propanediol). Run in CCCCCC (hexane). Product: C(C)C1OCC(CO1)(OCC1=C(C=CC=C1)F)CC (2,5-Diethyl-5-(2-fluorobenzyloxy)-1,3-dioxane). RXN SMILES: [CH:1](=[O:4])[CH2:2][CH3:3].[CH2:5]([C:7]([O:12][CH2:13][C:14]1[CH:19]=[CH:18][CH:17]=[CH:16][C:15]=1[F:20])([CH2:10]O)[CH2:8][OH:9])[CH3:6]>CCCCCC>[CH2:2]([CH:1]1[O:9][CH2:8][C:7]([CH2:5][CH3:6])([O:12][CH2:13][C:14]2[CH:19]=[CH:18][CH:17]=[CH:16][C:15]=2[F:20])[CH2:10][O:4]1)[CH3:3]. Procedure: Using the procedure of Example 51, propionaldehyde and 2-ethyl-2-(2-fluorobenzyloxy)-1,3-propanediol were reacted, using hexane as solvent, to give, after separation by column chromatography, r-2-ethyl-5-ethyl-t-5-(2-fluorobenzyloxy)-1,3-dioxane, b.p. 89°-90°/0.01 mm, nD26 1.4895; and r-2-ethyl-5-ethyl-c-51 -(2-fluorobenzyloxy)-1,3-dioxane, b.p. 93°-95°/0.01 mm, nD26 1.4902. The ir and nmr spectra were consistent with the assigned structures. Reactants: CC(=O)C (acetone), C(C1=CC=CC=C1)OC=1C=CC(=C(C(=O)OCC)C1)O (ethyl 5-benzyloxy-2-hydroxybenzoate), C([O-])([O-])=O.[K+].[K+] (potassium carbonate), FC(S(=O)(=O)OCC(F)(F)F)(F)F (2,2,2-trifluoroethyl trifluoromethanesulfonate). Solvent: O (water), C(C)OCC (diethyl ether). Product: C(C1=CC=CC=C1)OC=1C=CC(=C(C(=O)OCC)C1)OCC(F)(F)F (ethyl 5-benzyloxy-2-(2,2,2-trifluoroethoxy)benzoate). RXN SMILES: CC(C)=O.[CH2:5]([O:12][C:13]1[CH:14]=[CH:15][C:16]([OH:24])=[C:17]([CH:23]=1)[C:18]([O:20][CH2:21][CH3:22])=[O:19])[C:6]1[CH:11]=[CH:10][CH:9]=[CH:8][CH:7]=1.C(=O)([O-])[O-].[K+].[K+].FC(F)(F)S(O[CH2:37][C:38]([F:41])([F:40])[F:39])(=O)=O>O.C(OCC)C>[CH2:5]([O:12][C:13]1[CH:14]=[CH:15][C:16]([O:24][CH2:37][C:38]([F:41])([F:40])[F:39])=[C:17]([CH:23]=1)[C:18]([O:20][CH2:21][CH3:22])=[O:19])[C:6]1[CH:7]=[CH:8][CH:9]=[CH:10][CH:11]=1 |f:2.3.4|. Reported procedure: To a refluxing mixture of 100 ml of acetone, 10.3 g (0.0379 mole) of ethyl 5-benzyloxy-2-hydroxybenzoate and 10.5 g (0.0757 mole) of potassium carbonate is added dropwise over about 1 hour 13.2 g (0.0568 mole) 2,2,2-trifluoroethyl trifluoromethanesulfonate. The mixture is heated at reflux for another 16 hours then evaporated to provide a residue which is dissolved in water and diethyl ether. The layers are separated and the ether is washed with water, then saturated sodium chloride solution and ... Reactants: Cc1cc(COc2ccc(S(=O)(=O)NC3CCN(C=O)CC3(C)C(=O)NOC(C)(C)C)cc2)c2ccccc2n1, O=C(O)C(F)(F)F. Yields the product Cc1cc(COc2ccc(S(=O)(=O)NC3CCN(C=O)CC3(C)C(=O)NO)cc2)c2ccccc2n1. Reaction SMILES: [C:1]([CH3:2])([CH3:3])([CH3:4])[O:5][NH:6][C:7](=[O:8])[C:9]1([CH3:40])[CH2:10][N:11]([CH:38]=[O:39])[CH2:12][CH2:13][CH:14]1[NH:15][S:16](=[O:17])(=[O:18])[c:19]1[cH:20][cH:21][c:22]([O:25][CH2:26][c:27]2[cH:28][c:29]([CH3:37])[n:30][c:31]3[cH:32][cH:33][cH:34][cH:35][c:36]23)[cH:23][cH:24]1.[OH:41][C:42]([C:43]([F:44])([F:45])[F:46])=[O:47]>>[OH:5][NH:6][C:7](=[O:8])[C:9]1([CH3:40])[CH2:10][N:11]([CH:38]=[O:39])[CH2:12][CH2:13][CH:14]1[NH:15][S:16](=[O:17])(=[O:18])[c:19]1[cH:20][cH:21][c:22]([O:25][CH2:26][c:27]2[cH:28][c:29]([CH3:37])[n:30][c:31]3[cH:32][cH:33][cH:34][cH:35][c:36]23)[cH:23][cH:24]1. The reactants are CC=1C=C(OCCCN=[N+]=[N-])C=CC1C (3-(3,4-dimethylphenoxy)propylazide), [H][H] (hydrogen). The reagents and catalysts are [Pd] (Pd/C). Run in C(C)(=O)OCC (ethyl acetate). The product is CC=1C=C(OCCCN)C=CC1C (3-(3,4-dimethylphenoxy)propylamine). Isolated yield 47.8%. Reaction SMILES: [CH3:1][C:2]1[CH:3]=[C:4]([CH:12]=[CH:13][C:14]=1[CH3:15])[O:5][CH2:6][CH2:7][CH2:8][N:9]=[N+]=[N-].[H][H]>C(OCC)(=O)C.[Pd]>[CH3:1][C:2]1[CH:3]=[C:4]([CH:12]=[CH:13][C:14]=1[CH3:15])[O:5][CH2:6][CH2:7][CH2:8][NH2:9]. Procedure details: 6.20 g (30.2 mmol) of 3-(3,4-dimethylphenoxy)propylazide obtained in step 2 was dissolved in 150 ml of ethyl acetate and then 4.99 g of 5% Pd/C was added thereto to carry out a hydrogenation reaction at a hydrogen pressure of 40 psi for 30 minutes. The reaction mixture was passed through a Celite™ layer to remove Pd/C, concentrated under a reduced pressure to produce a residue, which was distilled under a reduced pressure to obtain 2.59 g (yield 48%) of the title compound as a colorless oil. Starting materials: NS(=O)(=O)c1ccc(CNc2nccn3c(Br)cnc23)cc1, O=C([O-])[O-], CC1(C)OB(c2ccc(O)cc2)OC1(C)C, [Na+], [Na+], CC(=O)[O-], CC(=O)[O-], CN(C)C=O, O, [Pd+2]. The product is NS(=O)(=O)c1ccc(CNc2nccn3c(-c4ccc(O)cc4)cnc23)cc1. Reaction SMILES: [Br:1][c:2]1[cH:3][n:4][c:5]2[n:6]1[cH:7][cH:8][n:9][c:10]2[NH:11][CH2:12][c:13]1[cH:14][cH:15][c:16]([S:19](=[O:20])(=[O:21])[NH2:22])[cH:17][cH:18]1.[C:39](=[O:40])([O-:41])[O-:42].[CH3:23][C:24]1([CH3:25])[C:26]([CH3:27])([CH3:28])[O:29][B:30]([c:31]2[cH:32][cH:33][c:34]([OH:37])[cH:35][cH:36]2)[O:38]1.[Na+:43].[Na+:44].[O-:52][C:53]([CH3:54])=[O:55].[O-:56][C:57]([CH3:58])=[O:59].[O:46]=[CH:47][N:48]([CH3:49])[CH3:50].[OH2:45].[Pd+2:51]>>[c:2]1(-[c:31]2[cH:32][cH:33][c:34]([OH:37])[cH:35][cH:36]2)[cH:3][n:4][c:5]2[n:6]1[cH:7][cH:8][n:9][c:10]2[NH:11][CH2:12][c:13]1[cH:14][cH:15][c:16]([S:19](=[O:20])(=[O:21])[NH2:22])[cH:17][cH:18]1. Reactants: CCOC(C)=O, O=[N+]([O-])c1ccc(F)c(CN2CCOCC2)c1. The product is Nc1ccc(F)c(CN2CCOCC2)c1. RXN SMILES: [CH3:18][CH2:19][O:20][C:21]([CH3:22])=[O:23].[F:1][c:2]1[c:3]([CH2:4][N:5]2[CH2:6][CH2:7][O:8][CH2:9][CH2:10]2)[cH:11][c:12]([N+:15]([O-:16])=[O:17])[cH:13][cH:14]1>>[F:1][c:2]1[c:3]([CH2:4][N:5]2[CH2:6][CH2:7][O:8][CH2:9][CH2:10]2)[cH:11][c:12]([NH2:15])[cH:13][cH:14]1. The reactants are Cn1cnc(-c2ccc(NC(=C3C(=O)Oc4ccccc43)c3ccc(C(C)(C)NC(=O)OC(C)(C)C)cc3)cc2)c1, Cl, C1COCCO1. Product: Cn1cnc(-c2ccc(NC(=C3C(=O)Oc4ccccc43)c3ccc(C(C)(C)N)cc3)cc2)c1. As a reaction SMILES: [CH3:1][C:2]([CH3:3])([c:4]1[cH:5][cH:6][c:7]([C:10](=[C:11]2[C:12](=[O:20])[O:13][c:14]3[c:15]2[cH:16][cH:17][cH:18][cH:19]3)[NH:21][c:22]2[cH:23][cH:24][c:25](-[c:28]3[n:29][cH:30][n:31]([CH3:33])[cH:32]3)[cH:26][cH:27]2)[cH:8][cH:9]1)[NH:34][C:35](=[O:36])[O:37][C:38]([CH3:39])([CH3:40])[CH3:41].[ClH:42].[O:43]1[CH2:44][CH2:45][O:46][CH2:47][CH2:48]1>>[CH3:1][C:2]([CH3:3])([c:4]1[cH:5][cH:6][c:7]([C:10](=[C:11]2[C:12](=[O:20])[O:13][c:14]3[c:15]2[cH:16][cH:17][cH:18][cH:19]3)[NH:21][c:22]2[cH:23][cH:24][c:25](-[c:28]3[n:29][cH:30][n:31]([CH3:33])[cH:32]3)[cH:26][cH:27]2)[cH:8][cH:9]1)[NH2:34].